Dataset: the Open Reaction Database (ORD), a public repository of structured organic reaction records. Task: describe an organic reaction: reactants, conditions, products, and yield The reactants are BrC1=CC(=CC(=C1)C(F)(F)F)Br (1,3-dibromo-5-(trifluoromethyl)benzene), CN(C)C=O (DMF), [Cl-].[NH4+] (ammonium chloride), C(CCC)[Li] (n-butyl lithium), C(CCC)[Mg]Cl (n-butyl magnesium chloride). Solvent: C1(=CC=CC=C1)C (toluene), C1(=CC=CC=C1)C (toluene). Run at temperature 0 celsius, time 20 minute. The product is BrC=1C=C(C=O)C=C(C1)C(F)(F)F (3-Bromo-5-(trifluoromethyl)benzaldehyde). As a reaction SMILES: C([Li])CCC.C([Mg]Cl)CCC.Br[C:13]1[CH:18]=[C:17]([C:19]([F:22])([F:21])[F:20])[CH:16]=[C:15]([Br:23])[CH:14]=1.CN([CH:27]=[O:28])C.[Cl-].[NH4+]>C1(C)C=CC=CC=1>[Br:23][C:15]1[CH:14]=[C:13]([CH:18]=[C:17]([C:19]([F:22])([F:21])[F:20])[CH:16]=1)[CH:27]=[O:28] |f:4.5|. Reported procedure: To a stirred solution of n-butyl lithium (2.5 M in hexanes, 0.8 eq.) in toluene (0.2 M) at −15° C. was added dropwise n-butyl magnesium chloride (2.0 M in THF, 0.4 eq.). After 20 min, a solution of 1,3-dibromo-5-(trifluoromethyl)benzene (1 eq.) in toluene was added over 10 min. The reaction mixture thus obtained was stirred at −15° C. for 2 h before DMF (3 eq.) was added. The reaction was allowed to warm to 0° C. After 45 min, saturated aqueous ammonium chloride was added. The reaction mixture w...